This data is from the Open Reaction Database (ORD), a public repository of structured organic reaction records. The task is: describe an organic reaction: reactants, conditions, products, and yield The reactants are COC=1C=C(C(=S)N)C=C(C1OC)OC (3,4,5-trimethoxythiobenzamide), C(C)(=O)C(C(=O)C)Cl (1-acetyl-1-chloroacetone). The solvent is C1=CC=CC=C1 (benzene). Yields the product COC=1C=C(C=C(C1OC)OC)C=1SC(=C(N1)C)C(C)=O (2-(3,4,5-trimethoxyphenyl)-4-methyl-5-acetylthiazole). Yield: 79.7%. As a reaction SMILES: [CH3:1][O:2][C:3]1[CH:4]=[C:5]([CH:9]=[C:10]([O:14][CH3:15])[C:11]=1[O:12][CH3:13])[C:6]([NH2:8])=[S:7].[C:16]([CH:19](Cl)[C:20]([CH3:22])=O)(=[O:18])[CH3:17]>C1C=CC=CC=1>[CH3:15][O:14][C:10]1[CH:9]=[C:5]([C:6]2[S:7][C:19]([C:16](=[O:18])[CH3:17])=[C:20]([CH3:22])[N:8]=2)[CH:4]=[C:3]([O:2][CH3:1])[C:11]=1[O:12][CH3:13]. Procedure: Into 200 ml of benzene, 22.7 g (0.1 mol) of 3,4,5-trimethoxythiobenzamide and 16.0 g (0.12 mol) of 1-acetyl-1-chloroacetone were dissolved, and the solution was heated under a reflux condenser for 3 hours. The crystals, which separated out after cooling the reaction mixture, were recrystallized from methanol to obtain 24.5 g of pale yellow needle-like crystals of the product melting at 128° to 129° C. The yield was 79.8%. The method belongs to the above-mentioned method (a). Starting materials: CC(C)(C)OC(=O)N1CCC2(Cc3ccc(C#N)cc3)C(=O)N(c3cc(Cl)nc(Cl)c3)C(=O)N12, ClCCl, O=C(O)C(F)(F)F. Yields the product N#Cc1ccc(CC23CCNN2C(=O)N(c2cc(Cl)nc(Cl)c2)C3=O)cc1. As a reaction SMILES: [C:1]([O:2][C:3](=[O:4])[N:8]1[CH2:9][CH2:10][C:11]2([CH2:26][c:27]3[cH:28][cH:29][c:30]([C:33]#[N:34])[cH:31][cH:32]3)[C:12](=[O:25])[N:13]([c:17]3[cH:18][c:19]([Cl:24])[n:20][c:21]([Cl:23])[cH:22]3)[C:14](=[O:16])[N:15]12)([CH3:5])([CH3:6])[CH3:7].[Cl:42][CH2:43][Cl:44].[F:35][C:36]([F:37])([F:38])[C:39]([OH:40])=[O:41]>>[NH:8]1[CH2:9][CH2:10][C:11]2([CH2:26][c:27]3[cH:28][cH:29][c:30]([C:33]#[N:34])[cH:31][cH:32]3)[C:12](=[O:25])[N:13]([c:17]3[cH:18][c:19]([Cl:24])[n:20][c:21]([Cl:23])[cH:22]3)[C:14](=[O:16])[N:15]12. Starting materials: CC(=O)N(C)C1CCN(CCCCOc2ccc(F)cc2)CC1, CO, Cl. Yields the product CNC1CCN(CCCCOc2ccc(F)cc2)CC1. As a reaction SMILES: [CH3:1][N:2]([C:3](=[O:4])[CH3:5])[CH:6]1[CH2:7][CH2:8][N:9]([CH2:12][CH2:13][CH2:14][CH2:15][O:16][c:17]2[cH:18][cH:19][c:20]([F:23])[cH:21][cH:22]2)[CH2:10][CH2:11]1.[CH3:25][OH:26].[ClH:24]>>[CH3:1][NH:2][CH:6]1[CH2:7][CH2:8][N:9]([CH2:12][CH2:13][CH2:14][CH2:15][O:16][c:17]2[cH:18][cH:19][c:20]([F:23])[cH:21][cH:22]2)[CH2:10][CH2:11]1. Starting materials: O=S1(N(CCC1)C1=CC=C(C(=O)O)C=C1)=O (4-(1,1-dioxo-1λ6-isothiazolidin-2-yl)benzoic acid), CC1=C(C=CC(=C1)C)N1CCNCC1 (1-(2,4-dimethylphenyl)piperazine). Yields the product CC1=C(C=CC(=C1)C)N1CCN(CC1)C(=O)C1=CC=C(C=C1)N1S(CCC1)(=O)=O ([4-(2,4-dimethylphenyl)piperazin-1-yl][4-(1,1-dioxo-1λ6-isothiazolidin-2-yl)phenyl]methanone). Isolated yield 88.8%. Reaction SMILES: [O:1]=[S:2]1(=[O:16])[CH2:6][CH2:5][CH2:4][N:3]1[C:7]1[CH:15]=[CH:14][C:10]([C:11]([OH:13])=O)=[CH:9][CH:8]=1.[CH3:17][C:18]1[CH:23]=[C:22]([CH3:24])[CH:21]=[CH:20][C:19]=1[N:25]1[CH2:30][CH2:29][NH:28][CH2:27][CH2:26]1>>[CH3:17][C:18]1[CH:23]=[C:22]([CH3:24])[CH:21]=[CH:20][C:19]=1[N:25]1[CH2:26][CH2:27][N:28]([C:11]([C:10]2[CH:9]=[CH:8][C:7]([N:3]3[CH2:4][CH2:5][CH2:6][S:2]3(=[O:1])=[O:16])=[CH:15][CH:14]=2)=[O:13])[CH2:29][CH2:30]1. Procedure details: Using 4-(1,1-dioxo-1λ6-isothiazolidin-2-yl)benzoic acid (253 mg) described in Preparation Example 16 and 1-(2,4-dimethylphenyl)piperazine (199 mg) and by the reaction and treatment in the same manner as in Example 87, [4-(2,4-dimethylphenyl)piperazin-1-yl][4-(1,1-dioxo-1λ6-isothiazolidin-2-yl)phenyl]methanone (384 mg) was obtained. Using the obtained [4-(2,4-dimethylphenyl)piperazin-1-yl][4-(1,1-dioxo-1λ6-isothiazolidin-2-yl)phenyl]methanone (303 mg) and by the reaction and treatment in the same... Reactants: C1(=CC=CC=C1)C1=NNC(=C1)N (3-phenyl-5-(1H)pyrazolamine), C(C)OC(C(C(=O)C)=CC1=C(C=CC(=C1)C)C)=O (ethyl-2-(2,5-dimethylbenzyliden)acetoacetate). Yields the product C(C)OC(=O)C=1C(C2=C(NC1C)NN=C2C2=CC=CC=C2)C2=C(C=CC(=C2)C)C (4,7-Dihydro-4-(2,5-dimethylphenyl)-6-methyl-3-phenyl-1H-pyrazolo[3,4-b]pyridin-5-carboxylic acid ethyl ester). RXN SMILES: [C:1]1([C:7]2[CH:11]=[C:10]([NH2:12])[NH:9][N:8]=2)[CH:6]=[CH:5][CH:4]=[CH:3][CH:2]=1.[CH2:13]([O:15][C:16](=[O:30])[C:17](=[CH:21][C:22]1[CH:27]=[C:26]([CH3:28])[CH:25]=[CH:24][C:23]=1[CH3:29])[C:18]([CH3:20])=O)[CH3:14]>>[CH2:13]([O:15][C:16]([C:17]1[CH:21]([C:22]2[CH:27]=[C:26]([CH3:28])[CH:25]=[CH:24][C:23]=2[CH3:29])[C:11]2[C:7]([C:1]3[CH:2]=[CH:3][CH:4]=[CH:5][CH:6]=3)=[N:8][NH:9][C:10]=2[NH:12][C:18]=1[CH3:20])=[O:30])[CH3:14]. Procedure details: Starting from 3-phenyl-5-(1H)pyrazolamine and ethyl-2-(2,5-dimethylbenzyliden)acetoacetate. Reactants: ClC(=O)OCC1=CC=CC=C1 (benzyl chloroformate), NC1=CC(=C(C=C1)C1CCN(CC1)C(=O)OC(C)(C)C)OC (tert-butyl 4-(4-amino-2-methoxy-phenyl)piperidine-1-carboxylate), C1CCOC1 (THF), C(O)([O-])=O.[Na+] (sodium hydrogen carbonate). Solvent: C(C)(=O)OCC (ethyl acetate), O (water), O (water). Reaction conditions: time 8 hour. The product is C(C1=CC=CC=C1)OC(=O)NC1=CC(=C(C=C1)C1CCN(CC1)C(=O)OC(C)(C)C)OC (tert-butyl 4-(4-{[(benzyloxy)carbonyl]amino}-2-methoxyphenyl)piperidine-1-carboxylate). As a reaction SMILES: [NH2:1][C:2]1[CH:7]=[CH:6][C:5]([CH:8]2[CH2:13][CH2:12][N:11]([C:14]([O:16][C:17]([CH3:20])([CH3:19])[CH3:18])=[O:15])[CH2:10][CH2:9]2)=[C:4]([O:21][CH3:22])[CH:3]=1.C1COCC1.C(=O)([O-])O.[Na+].Cl[C:34]([O:36][CH2:37][C:38]1[CH:43]=[CH:42][CH:41]=[CH:40][CH:39]=1)=[O:35]>C(OCC)(=O)C.O>[CH2:37]([O:36][C:34]([NH:1][C:2]1[CH:7]=[CH:6][C:5]([CH:8]2[CH2:13][CH2:12][N:11]([C:14]([O:16][C:17]([CH3:18])([CH3:19])[CH3:20])=[O:15])[CH2:10][CH2:9]2)=[C:4]([O:21][CH3:22])[CH:3]=1)=[O:35])[C:38]1[CH:43]=[CH:42][CH:41]=[CH:40][CH:39]=1 |f:2.3|. Procedure: To a mixture of tert-butyl 4-(4-amino-2-methoxy-phenyl)piperidine-1-carboxylate (Preparation Example 413) (4.25 g) and THF (100 mL), sodium hydrogen carbonate (1.28 g) and water (30 mL) were added, followed by dropwise addition of benzyl chloroformate (1.98 mL) under ice cooling and stirring overnight. After addition of water and extraction with ethyl acetate, the extract was washed with saturated aqueous sodium chloride. After drying over anhydrous magnesium sulfate, the solvent was distilled o... Reported procedure: A mixture of 20 g p-isopropenylphenol, 1.1 equivalents ethylene carbonate, 0.02 equivalent potassium fluoride dihydrate, and 200 ml N,N-dimethylformamide (DMF) was heated at about 150° C. for about 1.5 hours. After removal of DMF under reduced pressure, the crude product was distilled. 2-(4-(1-Methylethenyl)phenoxy)ethanol, bp 143° C./7 torr, was obtained as a white solid in 69% yield. The product is CC(=C)C1=CC=C(OCCO)C=C1 (2-(4-(1-Methylethenyl)phenoxy)ethanol). Reaction SMILES: [C:1]([C:4]1[CH:9]=[CH:8][C:7]([OH:10])=[CH:6][CH:5]=1)([CH3:3])=[CH2:2].C1(=O)O[CH2:14][CH2:13][O:12]1.O.O.[F-].[K+]>CN(C)C=O>[CH3:2][C:1]([C:4]1[CH:9]=[CH:8][C:7]([O:10][CH2:14][CH2:13][OH:12])=[CH:6][CH:5]=1)=[CH2:3] |f:2.3.4.5|. Reaction conditions: temperature 150 celsius. Yield: 69.0%. Reactants: C(=C)(C)C1=CC=C(C=C1)O (p-isopropenylphenol), C1(OCCO1)=O (ethylene carbonate), O.O.[F-].[K+] (potassium fluoride dihydrate). Solvent: CN(C=O)C (N,N-dimethylformamide). Reactants: CSC, FB(F)F, C=CCOCC1(c2ccccc2)C(=O)N(c2ccc(C#N)c(C(F)(F)F)c2)C(=O)N1CC. Product: CCN1C(=O)N(c2ccc(C#N)c(C(F)(F)F)c2)C(=O)C1(CO)c1ccccc1. RXN SMILES: [CH3:33][S:34][CH3:35].[F:36][B:37]([F:38])[F:39].[O:1]=[C:2]1[N:3]([c:21]2[cH:22][c:23]([C:29]([F:30])([F:31])[F:32])[c:24]([C:25]#[N:26])[cH:27][cH:28]2)[C:4](=[O:20])[C:5]([CH2:9][O:10][CH2:11][CH:12]=[CH2:13])([c:14]2[cH:15][cH:16][cH:17][cH:18][cH:19]2)[N:6]1[CH2:7][CH3:8]>>[O:1]=[C:2]1[N:3]([c:21]2[cH:22][c:23]([C:29]([F:30])([F:31])[F:32])[c:24]([C:25]#[N:26])[cH:27][cH:28]2)[C:4](=[O:20])[C:5]([CH2:9][OH:10])([c:14]2[cH:15][cH:16][cH:17][cH:18][cH:19]2)[N:6]1[CH2:7][CH3:8]. Starting materials: O (water), ClC1=CC(=C(C#N)C=C1)NC(=O)OCC (4-chloro-2-(ethoxycarbonylamino)benzonitrile), BrCC(=O)C1=CC=CC=C1 (2-bromoacetophenone), [H-].[Na+] (sodium hydride). Solvent: CN(C)C=O (DMF). Conditions: temperature 0 celsius, time 30 minute. The product is NC1=C(N(C2=CC(=CC=C12)Cl)C(=O)OCC)C(C1=CC=CC=C1)=O (3-Amino-2-benzoyl-6-chloro-1-(ethoxycarbonyl)indole). The yield is 71.6%. Reaction SMILES: [Cl:1][C:2]1[CH:9]=[CH:8][C:5]([C:6]#[N:7])=[C:4]([NH:10][C:11]([O:13][CH2:14][CH3:15])=[O:12])[CH:3]=1.[H-].[Na+].Br[CH2:19][C:20]([C:22]1[CH:27]=[CH:26][CH:25]=[CH:24][CH:23]=1)=[O:21].O>CN(C=O)C>[NH2:7][C:6]1[C:5]2[C:4](=[CH:3][C:2]([Cl:1])=[CH:9][CH:8]=2)[N:10]([C:11]([O:13][CH2:14][CH3:15])=[O:12])[C:19]=1[C:20](=[O:21])[C:22]1[CH:27]=[CH:26][CH:25]=[CH:24][CH:23]=1 |f:1.2|. Reported procedure: To a solution of 4-chloro-2-(ethoxycarbonylamino)benzonitrile (10.8 g) in DMF (50 ml) cooled to 0° C. was added sodium hydride (60% w/w dispersion in mineral oil, 2.0 g, 50 mmol). The mixture was stirred for 30 min at 0° C. and then 2-bromoacetophenone (9.9 g, 50 mmol) was carefully added. After stirring for an additional 15 h at 0° C., the mixture was poured into water (500 ml) and extracted with diethyl ether (500 ml×2). After drying (MgSO4) and removal of solvent, the crude product was purifi... Reaction conditions: time 15 minute. Solvent: O (water). Yield: 100.0%. Reported procedure: To a cooled (ice bath) solution of 24.5 parts of (4-fluoro-3-nitrophenyl) phenylmethanone in 120 parts of methanol were added portionwise 1.5 parts of sodium tetrahydroborate. Upon complete addition, stirring was continued for 15 minutes at 0° C. A solution of 3 parts of acetic acid in 25 parts of water was added dropwise to the mixture. Upon completion, the mixture was concentrated. Water was added to the residue and the product was extracted with dichloromethane. The extract was dried, filtere... Reaction SMILES: [F:1][C:2]1[CH:7]=[CH:6][C:5]([C:8]([C:10]2[CH:15]=[CH:14][CH:13]=[CH:12][CH:11]=2)=[O:9])=[CH:4][C:3]=1[N+:16]([O-:18])=[O:17].CO.[BH4-].[Na+].C(O)(=O)C>O>[F:1][C:2]1[CH:7]=[CH:6][C:5]([CH:8]([C:10]2[CH:15]=[CH:14][CH:13]=[CH:12][CH:11]=2)[OH:9])=[CH:4][C:3]=1[N+:16]([O-:18])=[O:17] |f:2.3|. Product: 25.1, FC1=C(C=C(C=C1)C(O)C1=CC=CC=C1)[N+](=O)[O-] (4-fluoro-3-nitro-α-phenylbenzenemethanol). Starting materials: 24.5, FC1=C(C=C(C=C1)C(=O)C1=CC=CC=C1)[N+](=O)[O-] ((4-fluoro-3-nitrophenyl) phenylmethanone), CO (methanol), [BH4-].[Na+] (sodium tetrahydroborate), C(C)(=O)O (acetic acid).